The task is: describe an organic reaction: reactants, conditions, products, and yield. This data is from the Open Reaction Database (ORD), a public repository of structured organic reaction records. Starting materials: CCCCC(C)C(O)C=CC1C(OC(=O)c2ccccc2)CC2OC(=O)CC21, CC(C)(C)[Si](Cl)(c1ccccc1)c1ccccc1, CCOC(C)=O, CN(C)C=O, O, c1c[nH]cn1. Yields the product CCCCC(C)C(C=CC1C(OC(=O)c2ccccc2)CC2OC(=O)CC21)O[Si](c1ccccc1)(c1ccccc1)C(C)(C)C. As a reaction SMILES: [C:1]([c:2]1[cH:3][cH:4][cH:5][cH:6][cH:7]1)(=[O:8])[O:9][CH:10]1[CH:11]([CH:19]=[CH:20][CH:21]([CH:22]([CH2:23][CH2:24][CH2:25][CH3:26])[CH3:27])[OH:28])[CH:12]2[CH:13]([O:14][C:15](=[O:17])[CH2:16]2)[CH2:18]1.[C:34]([CH3:35])([CH3:36])([CH3:37])[Si:38]([c:39]1[cH:40][cH:41][cH:42][cH:43][cH:44]1)([c:45]1[cH:46][cH:47][cH:48][cH:49][cH:50]1)[Cl:51].[CH3:58][CH2:59][O:60][C:61](=[O:62])[CH3:63].[O:52]=[CH:53][N:54]([CH3:55])[CH3:56].[OH2:57].[nH:29]1[cH:30][cH:31][n:32][cH:33]1>>[C:1]([c:2]1[cH:3][cH:4][cH:5][cH:6][cH:7]1)(=[O:8])[O:9][CH:10]1[CH:11]([CH:19]=[CH:20][CH:21]([CH:22]([CH2:23][CH2:24][CH2:25][CH3:26])[CH3:27])[O:28][Si:38]([C:34]([CH3:35])([CH3:36])[CH3:37])([c:39]2[cH:40][cH:41][cH:42][cH:43][cH:44]2)[c:45]2[cH:46][cH:47][cH:48][cH:49][cH:50]2)[CH:12]2[CH:13]([O:14][C:15](=[O:17])[CH2:16]2)[CH2:18]1. Reactants: C(C)OC(=O)CCC1=CN(C2=CC=CC=C12)C=1C=NC=CC1 (3-[2-(ethoxycarbonyl)ethyl]-N-(3-pyridyl)indole). Solvent: CO (methanol), [OH-].[Na+] (sodium hydroxide). Yields the product C(=O)(O)CCC1=CN(C2=CC=CC=C12)C=1C=NC=CC1 (3-(2-carboxyethyl)-N-(3-pyridyl)indole). RXN SMILES: C([O:3][C:4]([CH2:6][CH2:7][C:8]1[C:16]2[C:11](=[CH:12][CH:13]=[CH:14][CH:15]=2)[N:10]([C:17]2[CH:18]=[N:19][CH:20]=[CH:21][CH:22]=2)[CH:9]=1)=[O:5])C>CO.[OH-].[Na+]>[C:4]([CH2:6][CH2:7][C:8]1[C:16]2[C:11](=[CH:12][CH:13]=[CH:14][CH:15]=2)[N:10]([C:17]2[CH:18]=[N:19][CH:20]=[CH:21][CH:22]=2)[CH:9]=1)([OH:5])=[O:3] |f:2.3|. Procedure: A solution of 2.0 g of 3-[2-(ethoxycarbonyl)ethyl]-N-(3-pyridyl)indole in 10 ml of methanol and 10 ml of 1N sodium hydroxide is refluxed for two hours, cooled, and evaporated. The residue is taken up in 10 ml of water, extracted with 10 ml of ether and adjusted to pH=6 with concentrated sulfuric acid. The resulting solid is filtered and dried to yield 3-(2-carboxyethyl)-N-(3-pyridyl)indole, m.p. 147°-149°. The reactants are BrC1=C(C=C(C=C1)C(=O)N1CCN(CC1)C1=NC=C(C=C1C)C)F ((4-bromo-3-fluorophenyl)[4-(3,5-dimethylpyridin-2-yl)piperazin-1-yl]methanone), CN1C(NCC1)=O (1-methylimidazolidin-2-one). Yields the product CC=1C(=NC=C(C1)C)N1CCN(CC1)C(=O)C1=CC(=C(C=C1)N1C(N(CC1)C)=O)F (1-{4-[4-(3,5-dimethylpyridin-2-yl)piperazine-1-carbonyl]-2-fluorophenyl}-3-methylimidazolidin-2-one). The yield is 65.6%. Reaction SMILES: Br[C:2]1[CH:7]=[CH:6][C:5]([C:8]([N:10]2[CH2:15][CH2:14][N:13]([C:16]3[C:21]([CH3:22])=[CH:20][C:19]([CH3:23])=[CH:18][N:17]=3)[CH2:12][CH2:11]2)=[O:9])=[CH:4][C:3]=1[F:24].[CH3:25][N:26]1[CH2:30][CH2:29][NH:28][C:27]1=[O:31]>>[CH3:22][C:21]1[C:16]([N:13]2[CH2:14][CH2:15][N:10]([C:8]([C:5]3[CH:6]=[CH:7][C:2]([N:28]4[CH2:29][CH2:30][N:26]([CH3:25])[C:27]4=[O:31])=[C:3]([F:24])[CH:4]=3)=[O:9])[CH2:11][CH2:12]2)=[N:17][CH:18]=[C:19]([CH3:23])[CH:20]=1. Procedure details: Using (4-bromo-3-fluorophenyl)[4-(3,5-dimethylpyridin-2-yl)piperazin-1-yl]methanone (353 mg) described in Preparation Example 125 and 1-methylimidazolidin-2-one (108 mg) and by the reaction and treatment in the same manner as in Example 1, the title compound (243 mg) was obtained.